Dataset: the Open Reaction Database (ORD), a public repository of structured organic reaction records. Task: describe an organic reaction: reactants, conditions, products, and yield Reactants: CC(=O)OC(C)=O, CC(=O)O, O=C(NCO)c1ccccc1, OP(O)c1ccccc1. Product: O=C(NCP(=O)(O)c1ccccc1)c1ccccc1. As a reaction SMILES: [CH3:1][C:2]([O:3][C:4](=[O:5])[CH3:6])=[O:7].[CH3:28][C:29](=[O:30])[OH:31].[OH:17][CH2:18][NH:19][C:20]([c:21]1[cH:22][cH:23][cH:24][cH:25][cH:26]1)=[O:27].[c:8]1([P:14]([OH:15])[OH:16])[cH:9][cH:10][cH:11][cH:12][cH:13]1>>[c:8]1([P:14]([OH:15])(=[O:16])[CH2:18][NH:19][C:20]([c:21]2[cH:22][cH:23][cH:24][cH:25][cH:26]2)=[O:27])[cH:9][cH:10][cH:11][cH:12][cH:13]1. Reactants: Nc1nc2ccccc2c2c1nc(-c1ccccc1)n2OCc1ccccc1, CCO. The product is Nc1nc2ccccc2c2c1nc(-c1ccccc1)n2O. As a reaction SMILES: [CH2:1]([c:2]1[cH:3][cH:4][cH:5][cH:6][cH:7]1)[O:8][n:9]1[c:10](-[c:23]2[cH:24][cH:25][cH:26][cH:27][cH:28]2)[n:11][c:12]2[c:13]([NH2:22])[n:14][c:15]3[cH:16][cH:17][cH:18][cH:19][c:20]3[c:21]12.[CH3:29][CH2:30][OH:31]>>[OH:8][n:9]1[c:10](-[c:23]2[cH:24][cH:25][cH:26][cH:27][cH:28]2)[n:11][c:12]2[c:13]([NH2:22])[n:14][c:15]3[cH:16][cH:17][cH:18][cH:19][c:20]3[c:21]12.